This data is from the Open Reaction Database (ORD), a public repository of structured organic reaction records. The task is: describe an organic reaction: reactants, conditions, products, and yield Starting materials: CCO, COc1ccc(C2CC(F)(F)C2(Cl)Cl)cc1, [K+], [OH-]. Product: COc1ccc(C2=C(Cl)C(F)(F)C2)cc1. RXN SMILES: [CH3:19][CH2:20][OH:21].[Cl:3][C:4]1([Cl:18])[C:5]([F:16])([F:17])[CH2:6][CH:7]1[c:8]1[cH:9][cH:10][c:11]([O:14][CH3:15])[cH:12][cH:13]1.[K+:2].[OH-:1]>>[Cl:3][C:4]1=[C:7]([c:8]2[cH:9][cH:10][c:11]([O:14][CH3:15])[cH:12][cH:13]2)[CH2:6][C:5]1([F:16])[F:17]. Starting materials: [Si](C1=CC=CC=C1)(C1=CC=CC=C1)(C(C)(C)C)OC1=C(C=C(OC[C@H](CNCCC2=CC=C(C=C2)S(=O)(=O)C2CCN(CC2)C(=O)NCCCCCCCC)O)C=C1)C (4-{[4-(2-{[(2S)-3-(4-{[tert-Butyl(diphenyl)silyl]oxy}3-methyl-phenoxy)-2-hydroxypropyl]amino}ethyl)phenyl]sulfonyl}-N-octyl-1-piperidinecarboxamide). The solvent is C(Cl)(Cl)Cl.CO (chloroform methanol). Yields the product C(CCCCCCC)NC(=O)N1CCC(CC1)S(=O)(=O)C1=CC=C(C=C1)CCNC[C@@H](COC1=CC(=C(C=C1)O)C)O (4-(4-{2-[(2S)-2-Hydroxy-3-(4-hydroxy-3-methyl-phenoxy)-propylamino]- ethyl}-benzenesulfonyl)-piperidine-1-carboxylic Acid Octylamide). Reaction SMILES: [Si]([O:18][C:19]1[CH:58]=[CH:57][C:22]([O:23][CH2:24][C@@H:25]([OH:56])[CH2:26][NH:27][CH2:28][CH2:29][C:30]2[CH:35]=[CH:34][C:33]([S:36]([CH:39]3[CH2:44][CH2:43][N:42]([C:45]([NH:47][CH2:48][CH2:49][CH2:50][CH2:51][CH2:52][CH2:53][CH2:54][CH3:55])=[O:46])[CH2:41][CH2:40]3)(=[O:38])=[O:37])=[CH:32][CH:31]=2)=[CH:21][C:20]=1[CH3:59])(C(C)(C)C)(C1C=CC=CC=1)C1C=CC=CC=1>C(Cl)(Cl)Cl.CO>[CH2:48]([NH:47][C:45]([N:42]1[CH2:43][CH2:44][CH:39]([S:36]([C:33]2[CH:32]=[CH:31][C:30]([CH2:29][CH2:28][NH:27][CH2:26][C@H:25]([OH:56])[CH2:24][O:23][C:22]3[CH:57]=[CH:58][C:19]([OH:18])=[C:20]([CH3:59])[CH:21]=3)=[CH:35][CH:34]=2)(=[O:38])=[O:37])[CH2:40][CH2:41]1)=[O:46])[CH2:49][CH2:50][CH2:51][CH2:52][CH2:53][CH2:54][CH3:55] |f:1.2|. Procedure: 4-{[4-(2-{[(2S)-3-(4-{[tert-Butyl(diphenyl)silyl]oxy}3-methyl-phenoxy)-2-hydroxypropyl]amino}ethyl)phenyl]sulfonyl}-N-octyl-1-piperidinecarboxamide (0.395 g, 0.520 mmol) was reacted according to Procedure H to give the title compound (eluant: 20/3(v/v) chloroform/methanol) (0.225 g, 0.373 mmol). The product is COC1=C(C=CC(=C1)N1CCN(CC1)C)NC1=NC=CC(=N1)C1=CC(=CN1CC)C(=O)O (5-{2-[2-Methoxy-4-(4-methyl-piperazin-1-yl)-phenylamino]-pyrimidin-4-yl}-1-ethyl-1H-pyrrole-3-carboxylic acid). The yield is 100.0%. As a reaction SMILES: C([O:3][C:4]([C:6]1[CH:10]=[C:9]([C:11]2[CH:16]=[CH:15][N:14]=[C:13]([NH:17][C:18]3[CH:23]=[CH:22][C:21]([N:24]4[CH2:29][CH2:28][N:27]([CH3:30])[CH2:26][CH2:25]4)=[CH:20][C:19]=3[O:31][CH3:32])[N:12]=2)[N:8]([CH3:33])[CH:7]=1)=[O:5])C.[OH-].[K+].[CH2:36](O)C>>[CH3:32][O:31][C:19]1[CH:20]=[C:21]([N:24]2[CH2:25][CH2:26][N:27]([CH3:30])[CH2:28][CH2:29]2)[CH:22]=[CH:23][C:18]=1[NH:17][C:13]1[N:12]=[C:11]([C:9]2[N:8]([CH2:33][CH3:36])[CH:7]=[C:6]([C:4]([OH:3])=[O:5])[CH:10]=2)[CH:16]=[CH:15][N:14]=1 |f:1.2|. The reactants are solution, [OH-].[K+] (potassium hydroxide), C(C)O (ethanol), C(C)OC(=O)C1=CN(C(=C1)C1=NC(=NC=C1)NC1=C(C=C(C=C1)N1CCN(CC1)C)OC)C (5-{2-[2-Methoxy-4-(4-methyl-piperazin-1-yl)-phenylamino]-pyrimidin-4-yl}-1-methyl-1H-pyrrole-3-carboxylic acid ethyl ester), C(C)O (ethanol). Reported procedure: 5-{2-[2-Methoxy-4-(4-methyl-piperazin-1-yl)-phenylamino]-pyrimidin-4-yl}-1-methyl-1H-pyrrole-3-carboxylic acid ethyl ester (160 mg, 0.355 mmol) was suspended in ethanol (13 mL) and treated with a 1.5 M solution of potassium hydroxide in ethanol (2.4 mL, 10 eq.) at reflux temperature for 3 hour. Solvent was evaporated to dryness and the residue dissolved in water. After treatment with acetic acid and the resulting precipitate was collected by filtration to give the title compound (150 mg, 100% yi... Reactants: ClC1=C(C(=CC=C1)Cl)C1C(=C(NC(=C1C(=O)OC)CC(=O)OC)CCC1=C(C=CC=C1)CCCN(C)C)C(=O)OC (dimethyl 4-(2,6-dichlorophenyl)-2-(2-{2-[3-(dimethylamino)propyl]phenyl}ethyl)-6-(2-methoxy-2-oxoethyl)-1,4-dihydro-3,5-pyridinedicarboxylate), [OH-].[Na+] (NaOH). Solvent: O1CCOCC1 (1,4-dioxane). Reaction conditions: time 2.5 hour. Yields the product ClC1=C(C(=CC=C1)Cl)C1C(=C(NC(=C1C(=O)OC)CCC1=C(C=CC=C1)CCCN(C)C)CC(=O)O)C(=O)OC ([4-(2,6-dichlorophenyl)-6-(2-{2-[3-(dimethylamino)propyl]phenyl}ethyl)-3,5-bis(methoxycarbonyl)-1,4-dihydro-2-pyridinyl]acetic acid). The yield is 102.2%. As a reaction SMILES: [Cl:1][C:2]1[CH:7]=[CH:6][CH:5]=[C:4]([Cl:8])[C:3]=1[CH:9]1[C:14]([C:15]([O:17][CH3:18])=[O:16])=[C:13]([CH2:19][C:20]([O:22]C)=[O:21])[NH:12][C:11]([CH2:24][CH2:25][C:26]2[CH:31]=[CH:30][CH:29]=[CH:28][C:27]=2[CH2:32][CH2:33][CH2:34][N:35]([CH3:37])[CH3:36])=[C:10]1[C:38]([O:40][CH3:41])=[O:39].[OH-].[Na+]>O1CCOCC1>[Cl:1][C:2]1[CH:7]=[CH:6][CH:5]=[C:4]([Cl:8])[C:3]=1[CH:9]1[C:10]([C:38]([O:40][CH3:41])=[O:39])=[C:11]([CH2:24][CH2:25][C:26]2[CH:31]=[CH:30][CH:29]=[CH:28][C:27]=2[CH2:32][CH2:33][CH2:34][N:35]([CH3:36])[CH3:37])[NH:12][C:13]([CH2:19][C:20]([OH:22])=[O:21])=[C:14]1[C:15]([O:17][CH3:18])=[O:16] |f:1.2|. Procedure: To a solution of dimethyl 4-(2,6-dichlorophenyl)-2-(2-{2-[3-(dimethylamino)propyl]phenyl}ethyl)-6-(2-methoxy-2-oxoethyl)-1,4-dihydro-3,5-pyridinedicarboxylate (4.31 g, 7.14 mmol) in 1,4-dioxane (61 ml) was added 2N NaOH. The reaction mixture was stirred at room temperature for 2.5 h. The residual 1,4-dioxane was removed by evaporation in vacuo. The residue was diluted with water (19 ml) and washed with diethyl ether (50 ml×2) and AcOEt (20 ml). The water phase was then acidified with aq. NaH2PO4... Reactants: [Li]CCCC, CCOC(=O)c1cc2ccc(C=O)cc2s1, C1CCOC1, CC(C)(C)OC(=O)CP(=O)(O)O. Product: CCOC(=O)c1cc2ccc(C=CC(=O)OC(C)(C)C)cc2s1. As a reaction SMILES: [CH2:13]([Li:14])[CH2:15][CH2:16][CH3:17].[CH2:18]([CH3:19])[O:20][C:21](=[O:22])[c:23]1[cH:24][c:25]2[c:26]([s:27]1)[cH:28][c:29]([CH:32]=[O:33])[cH:30][cH:31]2.[CH2:34]1[O:35][CH2:36][CH2:37][CH2:38]1.[P:1]([OH:2])([OH:3])(=[O:4])[CH2:5][C:6](=[O:7])[O:8][C:9]([CH3:10])([CH3:11])[CH3:12]>>[CH:5]([C:6](=[O:7])[O:8][C:9]([CH3:10])([CH3:11])[CH3:12])=[CH:32][c:29]1[cH:28][c:26]2[c:25]([cH:24][c:23]([C:21]([O:20][CH2:18][CH3:19])=[O:22])[s:27]2)[cH:31][cH:30]1. The reactants are C1CCOC1, COC(=O)c1ccc(C2CCC(N3CC(NC(=O)CNC(=O)c4cccc(C(F)(F)F)c4)C3)CC2)cc1, CO, [Li+], [OH-], O, O. Product: O=C(CNC(=O)c1cccc(C(F)(F)F)c1)NC1CN(C2CCC(c3ccc(C(=O)O)cc3)CC2)C1. RXN SMILES: [CH2:44]1[O:45][CH2:46][CH2:47][CH2:48]1.[CH3:1][O:2][C:3]([c:4]1[cH:5][cH:6][c:7]([CH:10]2[CH2:11][CH2:12][CH:13]([N:16]3[CH2:17][CH:18]([NH:20][C:21]([CH2:22][NH:23][C:24]([c:25]4[cH:26][c:27]([C:31]([F:32])([F:33])[F:34])[cH:28][cH:29][cH:30]4)=[O:35])=[O:36])[CH2:19]3)[CH2:14][CH2:15]2)[cH:8][cH:9]1)=[O:37].[CH3:38][OH:39].[Li+:42].[OH-:41].[OH2:40].[OH2:43]>>[O:2]=[C:3]([c:4]1[cH:5][cH:6][c:7]([CH:10]2[CH2:11][CH2:12][CH:13]([N:16]3[CH2:17][CH:18]([NH:20][C:21]([CH2:22][NH:23][C:24]([c:25]4[cH:26][c:27]([C:31]([F:32])([F:33])[F:34])[cH:28][cH:29][cH:30]4)=[O:35])=[O:36])[CH2:19]3)[CH2:14][CH2:15]2)[cH:8][cH:9]1)[OH:37].